From a dataset of the Open Reaction Database (ORD), a public repository of structured organic reaction records. describe an organic reaction: reactants, conditions, products, and yield Reactants: CC=1N=CC(=NC1)NC1=NC=NC2=CC=C(C=C12)O (4-[(5-methylpyrazin-2-yl)amino]quinazolin-6-ol), ClC=1C(=NC=C(C1)OCC(OCC)OCC)F (3-chloro-5-(2,2-diethoxyethoxy)-2-fluoropyridine), CNC.O1CCCC1 (dimethylamine tetrahydrofuran). The product is ClC=1C(=NC=C(C1)OCCN(C)C)OC=1C=C2C(=NC=NC2=CC1)NC1=NC=C(N=C1)C (6-({3-chloro-5-[2-(dimethylamino)ethoxy]pyridin-2-yl}oxy)-N-(5-methylpyrazin-2-yl)quinazoline-4-amine). RXN SMILES: [CH3:1][C:2]1[N:3]=[CH:4][C:5]([NH:8][C:9]2[C:18]3[C:13](=[CH:14][CH:15]=[C:16]([OH:19])[CH:17]=3)[N:12]=[CH:11][N:10]=2)=[N:6][CH:7]=1.[Cl:20][C:21]1[C:22](F)=[N:23][CH:24]=[C:25]([O:27][CH2:28][CH:29](OCC)OCC)[CH:26]=1.[CH3:37][NH:38][CH3:39].O1CCCC1>>[Cl:20][C:21]1[C:22]([O:19][C:16]2[CH:17]=[C:18]3[C:13](=[CH:14][CH:15]=2)[N:12]=[CH:11][N:10]=[C:9]3[NH:8][C:5]2[CH:4]=[N:3][C:2]([CH3:1])=[CH:7][N:6]=2)=[N:23][CH:24]=[C:25]([O:27][CH2:28][CH2:29][N:38]([CH3:39])[CH3:37])[CH:26]=1 |f:2.3|. Procedure: Using 4-[(5-methylpyrazin-2-yl)amino]quinazolin-6-ol, 3-chloro-5-(2,2-diethoxyethoxy)-2-fluoropyridine and 2 M dimethylamine/tetrahydrofuran solution, and in the same manner as in Example 32 or according to a method similar to it or according to a combination thereof with an ordinary method, the entitled compound (14 mg) was obtained as a pale yellow amorphous solid. The reactants are C(C)(=O)OC(C)=O (acetic anhydride), C(C)(=O)[O-].[Na+] (sodium acetate), C(#N)C1=CC=C(C(=O)N)C=C1 (p-cyanobenzamide), [N+](=O)([N+](=O)[O-])[O-] (dinitrogen tetroxide). Run in C(C)(=O)O (Acetic acid). Conditions: time 3 hour. Yields the product C(#N)C1=CC=C(C(=O)O)C=C1 (p-cyanobenzoic acid). Yield: 96.0%. Reaction SMILES: C([O:4][C:5](=[O:7])[CH3:6])(=O)C.C([O-])(=O)C.[Na+].[C:13]([C:15]1[CH:23]=[CH:22]C(C(N)=O)=[CH:17][CH:16]=1)#[N:14].[N+]([O-])([N+]([O-])=O)=O>C(O)(=O)C>[C:13]([C:15]1[CH:23]=[CH:22][C:6]([C:5]([OH:4])=[O:7])=[CH:17][CH:16]=1)#[N:14] |f:1.2|. Procedure details: Acetic acid (30 ml), acetic anhydride (70 ml), sodium acetate (6.2 g), and p-cyanobenzamide (5.0 g) were mixed with stirring under cooling with ice, to thereby obtain a mixture. The mixture was allowed to react while dinitrogen tetroxide gas was introduced thereto at 381 N ml/minute for three hours. The residual solvent was removed through distillation in vacuum, and water was added to the residue, to thereby form crystals. The precipitated crystals were collected through filtration, washed with...